The task is: describe an organic reaction: reactants, conditions, products, and yield. This data is from the Open Reaction Database (ORD), a public repository of structured organic reaction records. Reactants: FC(C=1C=C(C=C(C1)C(F)(F)F)NC(N(C1=CC=C(C=C1)C1CCCCC1)CC1=CC=C(C(=O)O)C=C1)=O)(F)F (4-[3-(3,5-Bis(trifluoromethyl)phenyl)-1-(4-cyclohexylphenyl)ureidomethyl]benzoic acid), ON1N=NC2=C1N=CC=C2 (1-hydroxy-7-azabenzotriazole), CCN=C=NCCCN(C)C (EDAC), C(C)OC([C@@H](CN)O)=O ((R)-isoserine ethyl ester), C(C)(C)N(CC)C(C)C (diisopropylethylamine). Run in O (water), CN(C)C=O (DMF), CN(C)C=O (DMF). Run at time 1.5 hour. The product is C(C)OC([C@@H](CNC(C1=CC=C(C=C1)CN(C(=O)NC1=CC(=CC(=C1)C(F)(F)F)C(F)(F)F)C1=CC=C(C=C1)C1CCCCC1)=O)O)=O ((R)-3-{4-[3-(3,5-bis(trifluoromethyl)phenyl)-1-(4-cyclohexylphenyl)ureidomethyl]benzoylamino}-2-hydroxypropionic acid ethyl ester). The yield is 101.9%. RXN SMILES: [F:1][C:2]([F:40])([F:39])[C:3]1[CH:4]=[C:5]([NH:13][C:14](=[O:38])[N:15]([CH2:28][C:29]2[CH:37]=[CH:36][C:32]([C:33](O)=[O:34])=[CH:31][CH:30]=2)[C:16]2[CH:21]=[CH:20][C:19]([CH:22]3[CH2:27][CH2:26][CH2:25][CH2:24][CH2:23]3)=[CH:18][CH:17]=2)[CH:6]=[C:7]([C:9]([F:12])([F:11])[F:10])[CH:8]=1.ON1C2N=CC=CC=2N=N1.CCN=C=NCCCN(C)C.[CH2:62]([O:64][C:65](=[O:70])[C@H:66]([OH:69])[CH2:67][NH2:68])[CH3:63].C(N(C(C)C)CC)(C)C>CN(C=O)C.O>[CH2:62]([O:64][C:65](=[O:70])[C@H:66]([OH:69])[CH2:67][NH:68][C:33](=[O:34])[C:32]1[CH:31]=[CH:30][C:29]([CH2:28][N:15]([C:16]2[CH:17]=[CH:18][C:19]([CH:22]3[CH2:23][CH2:24][CH2:25][CH2:26][CH2:27]3)=[CH:20][CH:21]=2)[C:14]([NH:13][C:5]2[CH:6]=[C:7]([C:9]([F:10])([F:11])[F:12])[CH:8]=[C:3]([C:2]([F:1])([F:39])[F:40])[CH:4]=2)=[O:38])=[CH:37][CH:36]=1)[CH3:63]. Procedure details: 4-[3-(3,5-Bis(trifluoromethyl)phenyl)-1-(4-cyclohexylphenyl)ureidomethyl]benzoic acid (0.22 g, 0.39 mmol) was dissolved in DMF (3 mL) and 1-hydroxy-7-azabenzotriazole (0.06 g, 0.47 mmol) and EDAC (0.09 g, 1.2 mmol) were added. The mixture was stirred for 1.5 hour, and (R)-isoserine ethyl ester (0.10 g, 0.59 mmol) and diisopropylethylamine (0.10 mL, 0.59 mmol) in DMF (2 mL) were added. The mixture was stirred at room temperature for 16 hours. The reaction mixture was diluted with water (10 mL) an...